This data is from the Open Reaction Database (ORD), a public repository of structured organic reaction records. The task is: describe an organic reaction: reactants, conditions, products, and yield Reactants: [Br-], COc1ncccc1-c1cc(C(C)(C)C)cc(C=O)c1OCc1ccccc1, [H-], O=[N+]([O-])c1ccc(C[P+](c2ccccc2)(c2ccccc2)c2ccccc2)cc1, [Na+], CN(C)C=O. Yields the product COc1ncccc1-c1cc(C(C)(C)C)cc(C=Cc2ccc([N+](=O)[O-])cc2)c1OCc1ccccc1. RXN SMILES: [Br-:1].[CH2:33]([c:34]1[cH:35][cH:36][cH:37][cH:38][cH:39]1)[O:40][c:41]1[c:42]([CH:43]=[O:44])[cH:45][c:46]([C:57]([CH3:58])([CH3:59])[CH3:60])[cH:47][c:48]1-[c:49]1[c:50]([O:55][CH3:56])[n:51][cH:52][cH:53][cH:54]1.[H-:32].[N+:2](=[O:3])([O-:4])[c:5]1[cH:6][cH:7][c:8]([CH2:9][P+:10]([c:11]2[cH:12][cH:13][cH:14][cH:15][cH:16]2)([c:17]2[cH:18][cH:19][cH:20][cH:21][cH:22]2)[c:23]2[cH:24][cH:25][cH:26][cH:27][cH:28]2)[cH:29][cH:30]1.[Na+:31].[O:61]=[CH:62][N:63]([CH3:64])[CH3:65]>>[N+:2](=[O:3])([O-:4])[c:5]1[cH:6][cH:7][c:8]([CH:9]=[CH:43][c:42]2[c:41]([O:40][CH2:33][c:34]3[cH:35][cH:36][cH:37][cH:38][cH:39]3)[c:48](-[c:49]3[c:50]([O:55][CH3:56])[n:51][cH:52][cH:53][cH:54]3)[cH:47][c:46]([C:57]([CH3:58])([CH3:59])[CH3:60])[cH:45]2)[cH:29][cH:30]1. Starting materials: CCOC(C)=O, O=C(Cl)CCl, Cl, Cl, NC1CCN(Cc2ccc(F)c(F)c2)CC1, C1CCOC1, O. Product: O=C(CCl)NC1CCN(Cc2ccc(F)c(F)c2)CC1. Reaction SMILES: [CH3:25][CH2:26][O:27][C:28](=[O:29])[CH3:30].[Cl:19][CH2:20][C:21](=[O:22])[Cl:23].[ClH:1].[ClH:2].[F:3][c:4]1[cH:5][c:6]([CH2:11][N:12]2[CH2:13][CH2:14][CH:15]([NH2:18])[CH2:16][CH2:17]2)[cH:7][cH:8][c:9]1[F:10].[O:31]1[CH2:32][CH2:33][CH2:34][CH2:35]1.[OH2:24]>>[F:3][c:4]1[cH:5][c:6]([CH2:11][N:12]2[CH2:13][CH2:14][CH:15]([NH:18][C:21]([CH2:20][Cl:19])=[O:22])[CH2:16][CH2:17]2)[cH:7][cH:8][c:9]1[F:10]. Starting materials: [N+](=O)([O-])[O-].[NH4+].[Ce] (Cerium ammonium nitrate), ClC1=NC2=C(C=CC(=C2C(=C1)Cl)OC)OC (2,4-dichloro-5,8-dimethoxyquinoline). Run in CC#N.O (CH3CN H2O). Conditions: time 40 minute. The product is ClC1=NC=2C(C=CC(C2C(=C1)Cl)=O)=O (2,4-dichloroquinoline-5,8-dione), powder. The yield is 75.0%. Reaction SMILES: [N+]([O-])([O-])=O.[NH4+].[Ce].[Cl:7][C:8]1[CH:17]=[C:16]([Cl:18])[C:15]2[C:10](=[C:11]([O:21]C)[CH:12]=[CH:13][C:14]=2[O:19]C)[N:9]=1>CC#N.O>[Cl:7][C:8]1[CH:17]=[C:16]([Cl:18])[C:15]2[C:14](=[O:19])[CH:13]=[CH:12][C:11](=[O:21])[C:10]=2[N:9]=1 |f:0.1.2,4.5|. Reported procedure: Cerium ammonium nitrate (CAN 21.4 g, 39.03 mmol) is added portionwise to a solution of 2,4-dichloro-5,8-dimethoxyquinoline (2.85 g, 11.04 mmol) in a CH3CN/H2O mixture (150 ml/75 ml). The reaction mixture is stirred at ambient temperature for 40 min. The acetonitrile is subsequently evaporated and 50 ml of water and 200 ml of a saturated NaHCO3 solution are added. The aqueous phase is extracted with CH2Cl2 (5 times 200 ml). After drying over MgSO4, the solvent is evaporated on a rotary evaporator... Reactants: ClC1=C(OC2=C(C(=O)OC)C=CC(=C2)N2CCN(CC2)CC=2COC(CC2C2=CC=C(C=C2)Cl)(C)C)C=CC=C1 (methyl 2-(2-chlorophenoxy)-4-(4-((4-(4-chlorophenyl)-6,6-dimethyl-5,6-dihydro-2H-pyran-3-yl)methyl)piperazin-1-yl)benzoate), O[Li].O (LiOH H2O), Cl (HCl). Solvent: O1CCCC1 (tetrahydrofuran), CO (methanol), O (water), C(C)(=O)OCC (ethyl acetate). Conditions: time 8 hour. The product is ClC1=C(OC2=C(C(=O)O)C=CC(=C2)N2CCN(CC2)CC=2COC(CC2C2=CC=C(C=C2)Cl)(C)C)C=CC=C1 (2-(2-chlorophenoxy)-4-(4-((4-(4-chlorophenyl)-6,6-dimethyl-5,6-dihydro-2H-pyran-3-yl)methyl)piperazin-1-yl)benzoic acid). Reaction SMILES: [Cl:1][C:2]1[CH:40]=[CH:39][CH:38]=[CH:37][C:3]=1[O:4][C:5]1[CH:14]=[C:13]([N:15]2[CH2:20][CH2:19][N:18]([CH2:21][C:22]3[CH2:23][O:24][C:25]([CH3:36])([CH3:35])[CH2:26][C:27]=3[C:28]3[CH:33]=[CH:32][C:31]([Cl:34])=[CH:30][CH:29]=3)[CH2:17][CH2:16]2)[CH:12]=[CH:11][C:6]=1[C:7]([O:9]C)=[O:8].O[Li].O.Cl>O1CCCC1.CO.O.C(OCC)(=O)C>[Cl:1][C:2]1[CH:40]=[CH:39][CH:38]=[CH:37][C:3]=1[O:4][C:5]1[CH:14]=[C:13]([N:15]2[CH2:20][CH2:19][N:18]([CH2:21][C:22]3[CH2:23][O:24][C:25]([CH3:36])([CH3:35])[CH2:26][C:27]=3[C:28]3[CH:29]=[CH:30][C:31]([Cl:34])=[CH:32][CH:33]=3)[CH2:17][CH2:16]2)[CH:12]=[CH:11][C:6]=1[C:7]([OH:9])=[O:8] |f:1.2|. Procedure details: To a solution of EXAMPLE 38G (254 mg) in tetrahydrofuran (4 mL), methanol (2 mL) and water (2 mL) was added LiOH H2O (126 mg). The mixture was stirred at room temperature overnight. The mixture was then neutralized with 5% aqueous HCl and diluted with ethyl acetate (200 mL). After washing with brine, it was dried over Na2SO4. Filtration and evaporation of solvent gave the product.